Dataset: the Open Reaction Database (ORD), a public repository of structured organic reaction records. Task: describe an organic reaction: reactants, conditions, products, and yield The reactants are C(C)(C)(C)OC(N(C1=NC(=CN=C1)Cl)C1=CC=C(C=C1)Cl)=O ((4-chloro-phenyl)-(6-chloro-pyrazin-2-yl)-carbamic acid tert-butyl ester), N1N=CC2=CC=CC=C12 (indazole). The product is ClC1=CC=C(C=C1)NC1=NC(=CN=C1)N1N=CC2=CC=CC=C12 ((4-Chloro-phenyl)-(6-indazol-1-yl-pyrazin-2-yl)-amine). As a reaction SMILES: C(OC(=O)[N:7]([C:15]1[CH:20]=[CH:19][C:18]([Cl:21])=[CH:17][CH:16]=1)[C:8]1[CH:13]=[N:12][CH:11]=[C:10](Cl)[N:9]=1)(C)(C)C.[NH:23]1[C:31]2[C:26](=[CH:27][CH:28]=[CH:29][CH:30]=2)[CH:25]=[N:24]1>>[Cl:21][C:18]1[CH:17]=[CH:16][C:15]([NH:7][C:8]2[CH:13]=[N:12][CH:11]=[C:10]([N:23]3[C:31]4[C:26](=[CH:27][CH:28]=[CH:29][CH:30]=4)[CH:25]=[N:24]3)[N:9]=2)=[CH:20][CH:19]=1. Procedure: Were prepared according to Example 3 from (4-chloro-phenyl)-(6-chloro-pyrazin-2-yl)-carbamic acid tert-butyl ester and indazole. Reactants: CCOC(=O)c1cc2ccc(C(C)=O)cc2s1, COc1ccc(CN)cc1, CC(=O)O. The product is CCOC(=O)c1cc2ccc(C(C)NCc3ccc(OC)cc3)cc2s1. RXN SMILES: [C:1]([CH3:2])(=[O:3])[c:4]1[cH:5][c:6]2[c:7]([cH:8][c:9]([C:11](=[O:12])[O:13][CH2:14][CH3:15])[s:10]2)[cH:16][cH:17]1.[CH3:18][O:19][c:20]1[cH:21][cH:22][c:23]([CH2:24][NH2:25])[cH:26][cH:27]1.[CH3:28][C:29](=[O:30])[OH:31]>>[CH:1]([CH3:2])([c:4]1[cH:5][c:6]2[c:7]([cH:8][c:9]([C:11](=[O:12])[O:13][CH2:14][CH3:15])[s:10]2)[cH:16][cH:17]1)[NH:25][CH2:24][c:23]1[cH:22][cH:21][c:20]([O:19][CH3:18])[cH:27][cH:26]1. The reactants are CCN=C=NCCCN(C)C, CC(C)n1c(C(=O)O)cc2cc(C(=O)N3CCCC(N(C)C)C3)ccc21, Cl, O=S1(=O)CCNCC1. The product is CC(C)n1c(C(=O)N2CCS(=O)(=O)CC2)cc2cc(C(=O)N3CCCC(N(C)C)C3)ccc21. Reaction SMILES: [CH2:36]([N:37]=[C:38]=[N:39][CH2:40][CH2:41][CH2:42][N:43]([CH3:44])[CH3:45])[CH3:46].[CH3:1][N:2]([CH:3]1[CH2:4][N:5]([C:9](=[O:10])[c:11]2[cH:12][c:13]3[cH:14][c:15]([C:23](=[O:24])[OH:25])[n:16]([CH:20]([CH3:21])[CH3:22])[c:17]3[cH:18][cH:19]2)[CH2:6][CH2:7][CH2:8]1)[CH3:26].[ClH:35].[S:27]1(=[O:33])(=[O:34])[CH2:28][CH2:29][NH:30][CH2:31][CH2:32]1>>[CH3:1][N:2]([CH:3]1[CH2:4][N:5]([C:9](=[O:10])[c:11]2[cH:12][c:13]3[cH:14][c:15]([C:23](=[O:25])[N:30]4[CH2:29][CH2:28][S:27](=[O:33])(=[O:34])[CH2:32][CH2:31]4)[n:16]([CH:20]([CH3:21])[CH3:22])[c:17]3[cH:18][cH:19]2)[CH2:6][CH2:7][CH2:8]1)[CH3:26]. Reactants: ClC1=NC(=CC2=CC(=C(C=C12)C#N)OC)NC1=NNC(=C1)C (1-Chloro-6-methoxy-3-(5-methyl-1H-pyrazol-3-ylamino)-isoquinoline-7-carbonitrile). The solvent is C(C)(C)O (isopropyl alcohol). Product: C(C)(C)OC1=NC(=CC2=CC(=C(C=C12)C#N)OC)NC1=NNC(=C1)C (1-Isopropoxy-6-methoxy-3-(5-methyl-1H-pyrazol-3-ylamino)-isoquinoline-7-carbonitrile). RXN SMILES: Cl[C:2]1[C:11]2[C:6](=[CH:7][C:8]([O:14][CH3:15])=[C:9]([C:12]#[N:13])[CH:10]=2)[CH:5]=[C:4]([NH:16][C:17]2[CH:21]=[C:20]([CH3:22])[NH:19][N:18]=2)[N:3]=1>C(O)(C)C>[CH:8]([O:14][C:2]1[C:11]2[C:6](=[CH:7][C:8]([O:14][CH3:15])=[C:9]([C:12]#[N:13])[CH:10]=2)[CH:5]=[C:4]([NH:16][C:17]2[CH:21]=[C:20]([CH3:22])[NH:19][N:18]=2)[N:3]=1)([CH3:9])[CH3:7]. Procedure details: Similar procedure as described in example 400 was used, starting from isopropyl alcohol and 1-Chloro-6-methoxy-3-(5-methyl-1H-pyrazol-3-ylamino)-isoquinoline-7-carbonitrile (example 9H) to give 1-Isopropoxy-6-methoxy-3-(5-methyl-1H-pyrazol-3-ylamino)-isoquinoline-7-carbonitrile. LC-MS: m/e 338(MH+). Starting materials: [N-]=[N+]=[N-].[Li+] (lithium azide), BrC1C(=O)OCC1 (2-bromo-γ-butyrolactone), O (water). The solvent is CN(C=O)C (dimethylformamide). Run at time 2 hour. The product is N(=[N+]=[N-])C1C(=O)OCC1 (2-Azido-γ-butyrolactone). Reaction SMILES: Br[CH:2]1[CH2:7][CH2:6][O:5][C:3]1=[O:4].[N-:8]=[N+:9]=[N-:10].[Li+].O>CN(C)C=O>[N:8]([CH:2]1[CH2:7][CH2:6][O:5][C:3]1=[O:4])=[N+:9]=[N-:10] |f:1.2|. Reported procedure: 1.56 g (10 mmol) of 2-bromo-γ-butyrolactone are dissolved in 2 ml of dimethylformamide and treated at 0° C. with 612 mg (12.5 mmol) of lithium azide. The mixture is stirred at room temperature for 2 h, treated with water and extracted three times with methylene chloride. The combined organic phases are washed three times with water, dried over sodium sulphate and concentrated. 1.10 g (86.6% of theory) of the title compound are obtained. Starting materials: Cl.Cl.NCC1=CC=C(O1)C(=O)OC1=CC2=CC=C(C=C2C=C1)C(N)=N (6-amidino-2-naphthyl 5-aminomethylfuran-2-carboxylate dihydrochloride), C(CC(=O)O)(=O)O (malonic acid), C1CCC(CC1)N=C=NC2CCCCC2 (DCC), CN(C)C=O (DMF). Reagents/catalysts: CN(C)C=1C=CN=CC1 (DMAP). Run in N1=CC=CC=C1 (pyridine). Yields the product Cl.C(=O)(O)CC(=O)NCC1=CC=C(O1)C(=O)OC1=CC2=CC=C(C=C2C=C1)C(N)=N (6-Amidino-2-naphthyl 5-carboxyacetylaminomethylfuran-2-carboxylate hydrochloride). Yield: 57.5%. RXN SMILES: CN(C=O)C.[ClH:6].Cl.[NH2:8][CH2:9][C:10]1[O:14][C:13]([C:15]([O:17][C:18]2[CH:27]=[CH:26][C:25]3[C:20](=[CH:21][CH:22]=[C:23]([C:28](=[NH:30])[NH2:29])[CH:24]=3)[CH:19]=2)=[O:16])=[CH:12][CH:11]=1.[C:31](O)(=[O:36])[CH2:32][C:33]([OH:35])=[O:34].C1CCC(N=C=NC2CCCCC2)CC1>CN(C1C=CN=CC=1)C.N1C=CC=CC=1>[ClH:6].[C:33]([CH2:32][C:31]([NH:8][CH2:9][C:10]1[O:14][C:13]([C:15]([O:17][C:18]2[CH:27]=[CH:26][C:25]3[C:20](=[CH:21][CH:22]=[C:23]([C:28](=[NH:29])[NH2:30])[CH:24]=3)[CH:19]=2)=[O:16])=[CH:12][CH:11]=1)=[O:36])([OH:35])=[O:34] |f:1.2.3,8.9|. Procedure: To a mixture of 210 ml of DMF and 90 ml of pyridine were added 10 g of 6-amidino-2-naphthyl 5-aminomethylfuran-2-carboxylate dihydrochloride, 13.6 g of malonic acid and 320 mg of DMAP, then 10.8 g of DCC was added to the mixture with stirring and ice-cooling, and the mixture was stirred for 24 hours. The precipitate was removed by filtration and the filtrate was added dropwise to 3 l of acetone. The precipitate was collected by filtration to obtain 6.5 g of the intended product as a white solid.